Dataset: the Open Reaction Database (ORD), a public repository of structured organic reaction records. Task: describe an organic reaction: reactants, conditions, products, and yield The reactants are FC(C=1C=C(CN(C=2N=NN(N2)C)CC2=C(C=CC(=C2)C(F)(F)F)Br)C=C(C1)C(F)(F)F)(F)F ((3,5-bis-trifluoromethyl-benzyl)-(2-bromo-5-trifluoromethyl-benzyl)-(2-methyl-2H-tetrazol-5-yl)-amine), C(C)(C)[Mg]Cl.[Li+].[Cl-] (i-PrMgCl LiCl), C(=O)C1CCN(CC1)C(=O)OC(C)(C)C (tert-butyl 4-formylpiperidine-1-carboxylate). Solvent: C1CCOC1 (THF), C1CCOC1 (THF). Run at temperature 0 celsius, time 3 hour. Product: FC(C=1C=C(CN(C=2N=NN(N2)C)CC2=C(C=CC(=C2)C(F)(F)F)C(C2CCN(CC2)C(=O)OC(C)(C)C)O)C=C(C1)C(F)(F)F)(F)F (tert-butyl 4-[((2-(((3,5-bis(trifluoromethyl)benzyl)(2-methyl-2H-tetrazol-5-yl)amino)methyl)-4-(trifluoromethyl)phenyl])(hydroxy)methyl)piperidine-1-carboxylate). The yield is 42.5%. As a reaction SMILES: [F:1][C:2]([F:34])([F:33])[C:3]1[CH:4]=[C:5]([CH:26]=[C:27]([C:29]([F:32])([F:31])[F:30])[CH:28]=1)[CH2:6][N:7]([CH2:14][C:15]1[CH:20]=[C:19]([C:21]([F:24])([F:23])[F:22])[CH:18]=[CH:17][C:16]=1Br)[C:8]1[N:9]=[N:10][N:11]([CH3:13])[N:12]=1.C([Mg]Cl)(C)C.[Li+].[Cl-].[CH:42]([CH:44]1[CH2:49][CH2:48][N:47]([C:50]([O:52][C:53]([CH3:56])([CH3:55])[CH3:54])=[O:51])[CH2:46][CH2:45]1)=[O:43]>C1COCC1>[F:1][C:2]([F:34])([F:33])[C:3]1[CH:4]=[C:5]([CH:26]=[C:27]([C:29]([F:32])([F:31])[F:30])[CH:28]=1)[CH2:6][N:7]([CH2:14][C:15]1[CH:20]=[C:19]([C:21]([F:24])([F:23])[F:22])[CH:18]=[CH:17][C:16]=1[CH:42]([OH:43])[CH:44]1[CH2:49][CH2:48][N:47]([C:50]([O:52][C:53]([CH3:55])([CH3:54])[CH3:56])=[O:51])[CH2:46][CH2:45]1)[C:8]1[N:9]=[N:10][N:11]([CH3:13])[N:12]=1 |f:1.2.3|. Procedure details: To a solution of (3,5-bis-trifluoromethyl-benzyl)-(2-bromo-5-trifluoromethyl-benzyl)-(2-methyl-2H-tetrazol-5-yl)-amine (115 mg, 0.21 mmol) in THF (0.5 mL) at 0° C. was added i-PrMgCl/LiCl (0.3 mL, 0.39 mmol). The mixture was stirred 0° C. for 3 hours and tert-butyl 4-formylpiperidine-1-carboxylate (70.7 mg, 0.33 mmol) in THF (0.1 mL) was added. The mixture was stirred at 0° C. to room temperature for 3 hours and quenched with saturated aqueous ammonium chloride. The mixture was extracted with et... Starting materials: S(O)(O)(=O)=O (sulfuric acid), CC1=NC=CC(=C1OC=1C(=NC=C(C1)SC1=NC=CC=C1)C#N)C (3-(2,4-dimethylpyridin-3-yloxy)-5-(pyridin-2-ylthio)picolinonitrile), [OH-].[Na+] (NaOH). Run at time 8 hour. The product is CC1=NC=CC(=C1OC=1C(=NC=C(C1)SC1=NC=CC=C1)C(=O)N)C (3-(2,4-dimethylpyridin-3-yloxy)-5-(pyridin-2-ylthio)picolinamide). Isolated yield 94.4%. As a reaction SMILES: S(=O)(=O)(O)O.[CH3:6][C:7]1[C:12]([O:13][C:14]2[C:15]([C:27]#[N:28])=[N:16][CH:17]=[C:18]([S:20][C:21]3[CH:26]=[CH:25][CH:24]=[CH:23][N:22]=3)[CH:19]=2)=[C:11]([CH3:29])[CH:10]=[CH:9][N:8]=1.[OH-:30].[Na+]>>[CH3:6][C:7]1[C:12]([O:13][C:14]2[C:15]([C:27]([NH2:28])=[O:30])=[N:16][CH:17]=[C:18]([S:20][C:21]3[CH:26]=[CH:25][CH:24]=[CH:23][N:22]=3)[CH:19]=2)=[C:11]([CH3:29])[CH:10]=[CH:9][N:8]=1 |f:2.3|. Procedure details: Concentrated sulfuric acid (8 mL) was added to 3-(2,4-dimethylpyridin-3-yloxy)-5-(pyridin-2-ylthio)picolinonitrile (2.03 g, 6.07 mmol). The reaction was stirred overnight, then poured onto ice (100 g), cooled in an ice bath and made basic to pH 10 with 50% NaOH. The reaction was extracted with ethyl acetate, washed with brine, dried (MgSO4), and concentrated to afford 3-(2,4-dimethylpyridin-3-yloxy)-5-(pyridin-2-ylthio)picolinamide (2.02 g, 5.73 mmol, 94.4% yield) as a white solid. Starting materials: O=C([O-])[O-], CC#N, O=[N+]([O-])c1ccc(Cl)nc1Cl, CC(N)c1ccc(F)cc1, [K+], [K+]. The product is CC(Nc1nc(Cl)ccc1[N+](=O)[O-])c1ccc(F)cc1. As a reaction SMILES: [C:12](=[O:13])([O-:14])[O-:15].[CH3:28][C:29]#[N:30].[Cl:1][c:2]1[n:3][c:4]([Cl:11])[cH:5][cH:6][c:7]1[N+:8](=[O:9])[O-:10].[F:18][c:19]1[cH:20][cH:21][c:22]([CH:25]([CH3:26])[NH2:27])[cH:23][cH:24]1.[K+:16].[K+:17]>>[c:2]1([NH:27][CH:25]([c:22]2[cH:21][cH:20][c:19]([F:18])[cH:24][cH:23]2)[CH3:26])[n:3][c:4]([Cl:11])[cH:5][cH:6][c:7]1[N+:8](=[O:9])[O-:10]. The reactants are CC(=O)O, O=CCCn1cc(-c2ccc(Cl)nc2)c(=O)[nH]c1=O, FC(F)(F)c1ccc(C23CNCC2C3)cc1, [Na+], [OH-]. The product is O=c1[nH]c(=O)n(CCCN2CC3CC3(c3ccc(C(F)(F)F)cc3)C2)cc1-c1ccc(Cl)nc1. Reaction SMILES: [C:38]([OH:39])(=[O:40])[CH3:41].[Cl:1][c:2]1[cH:3][cH:4][c:5](-[c:8]2[c:9](=[O:19])[nH:10][c:11](=[O:18])[n:12]([CH2:14][CH2:15][CH:16]=[O:17])[cH:13]2)[cH:6][n:7]1.[F:20][C:21]([c:22]1[cH:23][cH:24][c:25]([C:28]23[CH2:29][NH:30][CH2:31][CH:32]2[CH2:33]3)[cH:26][cH:27]1)([F:34])[F:35].[Na+:37].[OH-:36]>>[Cl:1][c:2]1[cH:3][cH:4][c:5](-[c:8]2[c:9](=[O:19])[nH:10][c:11](=[O:18])[n:12]([CH2:14][CH2:15][CH2:16][N:30]3[CH2:29][C:28]4([c:25]5[cH:24][cH:23][c:22]([C:21]([F:20])([F:34])[F:35])[cH:27][cH:26]5)[CH:32]([CH2:31]3)[CH2:33]4)[cH:13]2)[cH:6][n:7]1.